Dataset: the Open Reaction Database (ORD), a public repository of structured organic reaction records. Task: describe an organic reaction: reactants, conditions, products, and yield Reactants: BrC1=C(C(=O)O)C=C(C=C1)[N+](=O)[O-] (2-Bromo-5-nitrobenzoic acid), C(C)(=O)O (acetic acid), C(=O)([O-])[O-].[Na+].[Na+] (Na2CO3). Reagents/catalysts: [Fe] (iron). Run in O (water), O (water). Run at temperature 25 celsius, time 1 hour. Product: NC=1C=CC(=C(C(=O)O)C1)Br (5-amino-2-bromobenzoic acid). As a reaction SMILES: C(O)(=O)C.[Br:5][C:6]1[CH:14]=[CH:13][C:12]([N+:15]([O-])=O)=[CH:11][C:7]=1[C:8]([OH:10])=[O:9].C([O-])([O-])=O.[Na+].[Na+]>O.[Fe]>[NH2:15][C:12]1[CH:13]=[CH:14][C:6]([Br:5])=[C:7]([CH:11]=1)[C:8]([OH:10])=[O:9] |f:2.3.4|. Procedure details: Glacial acetic acid (75 mL) was added dropwise with stirring, at 40-50° C. to a mixture of compound of example 150 (15 g, 57.62 mmol) and iron dust (15 g, 0.267 mol) in water (120 mL). The reaction mixture was stirred vigorously at 25° C. for 1 h. It was poured into water (200 mL), basified using saturated aqueous Na2CO3 solution and extracted with EtOAc (3×250 mL). The organic extract was washed, dried (anhydrous Na2SO4) and concentrated to obtain 5-amino-2-bromobenzoic acid which was then conv...